From a dataset of the Open Reaction Database (ORD), a public repository of structured organic reaction records. describe an organic reaction: reactants, conditions, products, and yield Reactants: CCCCCCn1cc(-c2ccccc2)c(C)c([N+](=O)[O-])c1=O, CCOC(C)=O. Yields the product CCCCCCn1cc(-c2ccccc2)c(C)c(N)c1=O. Reaction SMILES: [CH2:1]([CH2:2][CH2:3][CH2:4][CH2:5][CH3:6])[n:7]1[c:8](=[O:23])[c:9]([N+:20]([O-:21])=[O:22])[c:10]([CH3:19])[c:11](-[c:13]2[cH:14][cH:15][cH:16][cH:17][cH:18]2)[cH:12]1.[CH3:24][CH2:25][O:26][C:27](=[O:28])[CH3:29]>>[CH2:1]([CH2:2][CH2:3][CH2:4][CH2:5][CH3:6])[n:7]1[c:8](=[O:23])[c:9]([NH2:20])[c:10]([CH3:19])[c:11](-[c:13]2[cH:14][cH:15][cH:16][cH:17][cH:18]2)[cH:12]1. Reactants: NC1=CC(N(C(N1CC)=O)CCC)=O (6-amino-1-ethyl-3-propyl-1,3-dihydropyrimidine-2,4-dione), N(=O)[O-].[Na+] (sodium nitrite). The solvent is C(C)(=O)O.O (acetic acid water). Run at temperature 70 celsius, time 1 hour. Yields the product NC1=C(C(N(C(N1CC)=O)CCC)=O)N=O (6-amino-1-ethyl-5-nitroso-3-propyl-1,3-dihydropyrimidine-2,4-dione). As a reaction SMILES: [NH2:1][C:2]1[N:7]([CH2:8][CH3:9])[C:6](=[O:10])[N:5]([CH2:11][CH2:12][CH3:13])[C:4](=[O:14])[CH:3]=1.[N:15]([O-])=[O:16].[Na+]>C(O)(=O)C.O>[NH2:1][C:2]1[N:7]([CH2:8][CH3:9])[C:6](=[O:10])[N:5]([CH2:11][CH2:12][CH3:13])[C:4](=[O:14])[C:3]=1[N:15]=[O:16] |f:1.2,3.4|. Procedure details: To a solution of 6-amino-1-ethyl-3-propyl-1,3-dihydropyrimidine-2,4-dione (1.4 g, 7.1 mmol) in a mixture of 50% acetic acid/water (35 ml) was added sodium nitrite (2 g, 28.4 mmol) in portions over a period of 10 minutes. The mixture was stirred at 70° C. for 1 hour, then the reaction mixture concentrated to a low volume under reduced pressure. The solid was filtered off, and washed with water, to provide 6-amino-1-ethyl-5-nitroso-3-propyl-1,3-dihydropyrimidine-2,4-dione, a compound of formula (1... The reactants are ClC1=C(C(=O)OC)C=CC(=C1)C=O (methyl 2-chloro-4-formylbenzoate), ClC1=C(C(=O)OC)C=CC(=C1)C=O (methyl 2-chloro-4-formylbenzoate), C1(=CC=CC=C1)C(CC1=CC=CC=C1)=O (1,2-diphenylethanone), NC(=O)N (urea), Cl (HCl), C(C)O (ethanol). Run in CCOC(=O)C (EtOAc). Conditions: temperature 95 celsius. The product is ClC1=C(C(=O)OCC)C=CC(=C1)C1NC(NC(=C1C1=CC=CC=C1)C1=CC=CC=C1)=O (ethyl 2-chloro-4-(2-oxo-5,6-diphenyl-1,2,3,4-tetrahydropyrimidin-4-yl)benzoate). RXN SMILES: [Cl:1][C:2]1[CH:11]=[C:10]([CH:12]=O)[CH:9]=[CH:8][C:3]=1[C:4]([O:6][CH3:7])=[O:5].[C:14]1([C:20](=O)[CH2:21][C:22]2[CH:27]=[CH:26][CH:25]=[CH:24][CH:23]=2)[CH:19]=[CH:18][CH:17]=[CH:16][CH:15]=1.[NH2:29][C:30]([NH2:32])=[O:31].Cl.[CH2:34](O)C>CCOC(C)=O>[Cl:1][C:2]1[CH:11]=[C:10]([CH:12]2[C:21]([C:22]3[CH:27]=[CH:26][CH:25]=[CH:24][CH:23]=3)=[C:20]([C:14]3[CH:19]=[CH:18][CH:17]=[CH:16][CH:15]=3)[NH:32][C:30](=[O:31])[NH:29]2)[CH:9]=[CH:8][C:3]=1[C:4]([O:6][CH2:7][CH3:34])=[O:5]. Procedure: To a mixture of methyl 2-chloro-4-formylbenzoate (Intermediate 75) (210 mg, 1.1 mmol), 1,2-diphenylethanone (208 mg, 1.1 mmol), urea (191 mg, 3.2 mmol) and conc. HCl (0.5 mL) in ethanol (2 mL) was refluxed at 95° C. for 30 hours. A standard aqueous/EtOAc workup procedure was followed to give crude ethyl 2-chloro-4-(2-oxo-5,6-diphenyl-1,2,3,4-tetrahydropyrimidin-4-yl)benzoate (360 mg). This was taken up in water (2.5 mL) and ethanol (2.5 mL) and sodium hydroxide (67 mg, 1.7 mmol) was added at 30°... Reactants: CC1(OCCO1)C1=CC=C(O1)CN1N=CC(=C1)N (1-[5-(2-methyl-[1,3]dioxolan-2-yl)-furan-2-ylmethyl]-1H-pyrazol-4-ylamine), ClC1=C(C(=CC=C1F)F)/C=C/C(=O)O ((E)-3-(2-chloro-3,6-difluoro-phenyl)-acrylic acid). Product: C(C)(=O)C1=CC=C(O1)CN1N=CC(=C1)NC(\C=C\C1=C(C(=CC=C1F)F)Cl)=O ((E)-N-[1-(5-Acetyl-furan-2-ylmethyl)-1H-pyrazol-4-yl]-3-(2-chloro-3,6-difluoro-phenyl)-acrylamide). RXN SMILES: [CH3:1][C:2]1([C:7]2[O:11][C:10]([CH2:12][N:13]3[CH:17]=[C:16]([NH2:18])[CH:15]=[N:14]3)=[CH:9][CH:8]=2)[O:6]CCO1.[Cl:19][C:20]1[C:25]([F:26])=[CH:24][CH:23]=[C:22]([F:27])[C:21]=1/[CH:28]=[CH:29]/[C:30](O)=[O:31]>>[C:2]([C:7]1[O:11][C:10]([CH2:12][N:13]2[CH:17]=[C:16]([NH:18][C:30](=[O:31])/[CH:29]=[CH:28]/[C:21]3[C:22]([F:27])=[CH:23][CH:24]=[C:25]([F:26])[C:20]=3[Cl:19])[CH:15]=[N:14]2)=[CH:9][CH:8]=1)(=[O:6])[CH3:1]. Reported procedure: Following general procedure B followed by either C or D, starting from 1-[5-(2-methyl-[1,3]dioxolan-2-yl)-furan-2-ylmethyl]-1H-pyrazol-4-ylamine and (E)-3-(2-chloro-3,6-difluoro-phenyl)-acrylic acid. Reactants: IC1=CC=C(C(=O)OCC)C=C1 (ethyl 4-iodobenzoate), [Cl-].[Li+].C(C)(C)[Mg]Cl (isopropylmagnesium chloride lithium chloride), FC(CCC=O)(F)F (4,4,4-trifluorobutanal). Run in O1CCCC1 (tetrahydrofuran). Run at temperature -40 celsius, time 15 minute. The product is FC(CCC(O)C1=CC=C(C(=O)OCC)C=C1)(F)F ((+/−)-ethyl 4-(4,4,4-trifluoro-1-hydroxybutyl)benzoate). As a reaction SMILES: I[C:2]1[CH:12]=[CH:11][C:5]([C:6]([O:8][CH2:9][CH3:10])=[O:7])=[CH:4][CH:3]=1.[Cl-].[Li+].C([Mg]Cl)(C)C.[F:20][C:21]([F:27])([F:26])[CH2:22][CH2:23][CH:24]=[O:25]>O1CCCC1>[F:20][C:21]([F:27])([F:26])[CH2:22][CH2:23][CH:24]([C:2]1[CH:12]=[CH:11][C:5]([C:6]([O:8][CH2:9][CH3:10])=[O:7])=[CH:4][CH:3]=1)[OH:25] |f:1.2.3|. Procedure: To a solution of the ethyl 4-iodobenzoate (1.21 ml, 7.24 mmol) in tetrahydrofuran (12 ml) at −40° C. was added isopropylmagnesium chloride lithium chloride complex (6.13 ml, 7.97 mmol, 1.3M in tetrahydrofuran) dropwise. The mixture was stirred for approximately 1 hour whereupon the 4,4,4-trifluorobutanal (0.761 ml, 0.724 mmol) was added dropwise. The mixture was stirred at −40° C. for 15 minutes and slowly warmed to ambient temperature over 12 hours. The reaction was quenched with aqueous 1.0M h... Starting materials: ClC1=NC2=CC=C(C=C2C(=N1)NC(C)C)[N+](=O)[O-] (2-chloro-4-isopropylamino-6-nitroquinazoline), C(C=C)N (allylamine). Run in O (water). Run at time 4 hour. Yields the product free base, Cl.C(C=C)NC1=NC2=CC=C(C=C2C(=N1)NC(C)C)[N+](=O)[O-] (2-Allylamino-4-isopropylamino-6-nitroquinazoline hydrochloride). Yield: 95.7%. RXN SMILES: [Cl:1][C:2]1[N:11]=[C:10]([NH:12][CH:13]([CH3:15])[CH3:14])[C:9]2[C:4](=[CH:5][CH:6]=[C:7]([N+:16]([O-:18])=[O:17])[CH:8]=2)[N:3]=1.[CH2:19]([NH2:22])[CH:20]=[CH2:21]>O>[ClH:1].[CH2:19]([NH:22][C:2]1[N:11]=[C:10]([NH:12][CH:13]([CH3:15])[CH3:14])[C:9]2[C:4](=[CH:5][CH:6]=[C:7]([N+:16]([O-:18])=[O:17])[CH:8]=2)[N:3]=1)[CH:20]=[CH2:21] |f:3.4|. Procedure: To 870 mg (3.26 mmol) of 2-chloro-4-isopropylamino-6-nitroquinazoline was added 3.81 g (66.64 mmol) of allylamine, followed by stirring at room temperature for 4 hours. To the reaction solution was added water, followed by extraction with ethyl acetate, washing with brine and drying over anhydrous sodium sulfate. After the solvent was distilled off, the residue was purified by a silica gel column to give 895 mg (yield: 95.7%) of a free base compound of the title compound. The reactants are OC[C@@H](CC)NC1=NC=2N(C(=N1)NCC1=CC=C(C=C1)C1=NC=CC=C1)N=CC2C(C)C ((R)-2-(1-hydroxybut-2-ylamino)-8-isopropyl-4-[4-(pyridin-2-yl)benzylamino]pyrazolo[1,5-a]-1,3,5-triazine), C(\C=C\C(=O)O)(=O)O (fumaric acid). Solvent: CCO.CCOCC (EtOH Et2O). The product is C(\C=C\C(=O)O)(=O)O.OC[C@@H](CC)NC1=NC=2N(C(=N1)NCC1=CC=C(C=C1)C1=NC=CC=C1)N=CC2C(C)C ((R)-2-(1-hydroxybut-2-ylamino)-8-isopropyl-4-[4-(pyridin-2-yl)benzylamino]pyrazolo[1,5-a]-1,3,5-triazine fumarate). Reaction SMILES: [OH:1][CH2:2][C@H:3]([NH:6][C:7]1[N:12]=[C:11]([NH:13][CH2:14][C:15]2[CH:20]=[CH:19][C:18]([C:21]3[CH:26]=[CH:25][CH:24]=[CH:23][N:22]=3)=[CH:17][CH:16]=2)[N:10]2[N:27]=[CH:28][C:29]([CH:30]([CH3:32])[CH3:31])=[C:9]2[N:8]=1)[CH2:4][CH3:5].[C:33]([OH:40])(=[O:39])/[CH:34]=[CH:35]/[C:36]([OH:38])=[O:37]>CCO.CCOCC>[C:33]([OH:40])(=[O:39])/[CH:34]=[CH:35]/[C:36]([OH:38])=[O:37].[OH:1][CH2:2][C@H:3]([NH:6][C:7]1[N:12]=[C:11]([NH:13][CH2:14][C:15]2[CH:16]=[CH:17][C:18]([C:21]3[CH:26]=[CH:25][CH:24]=[CH:23][N:22]=3)=[CH:19][CH:20]=2)[N:10]2[N:27]=[CH:28][C:29]([CH:30]([CH3:31])[CH3:32])=[C:9]2[N:8]=1)[CH2:4][CH3:5] |f:2.3,4.5|. Reported procedure: The product 2 is treated with fumaric acid in an EtOH/Et2O solution. The fumaric acid salt 3 crystallizes from the reaction medium at 0° C. Mp=175-177° C. 1H NMR (300 MHz, DMSO-d6): δ 13.12 (bs, 2H, OH), 8.70 (bs, 1H, NH), 8.64 (d, 1H, J=4.1 Hz, Harom), 8.03 (d, 2H, J=8.3 Hz, Harom), 7.92 (d, 1H, J=8.0 Hz, Harom), 7.86 (t, 1H, J=8.0 Hz, Harom), 7.70 (s, 1H, Harom), 7.48 (broad d, 2H, J=8.3 Hz, Harom) 7.35-7.31 (m, 1H, Harom) 6.62 (s, 2H, ═CH), 6.51 (bs, 1H, NH), 4.67 (bs, 2H, CH2), 4.51 (bs, 1H,...